Dataset: the Open Reaction Database (ORD), a public repository of structured organic reaction records. Task: describe an organic reaction: reactants, conditions, products, and yield The reactants are ClC1=C(C(=NC=C1)NC(OC(C)(C)C)=O)C=O (tert-butyl 4-chloro-3-formylpyridin-2-ylcarbamate), FC(C(=O)O)(F)F (trifluoroacetic acid). The solvent is C(Cl)Cl (CH2Cl2). Conditions: time 8 hour. The product is NC1=C(C=O)C(=CC=N1)Cl (2-Amino-4-chloronicotinaldehyde). RXN SMILES: [Cl:1][C:2]1[CH:7]=[CH:6][N:5]=[C:4]([NH:8]C(=O)OC(C)(C)C)[C:3]=1[CH:16]=[O:17].FC(F)(F)C(O)=O>C(Cl)Cl>[NH2:8][C:4]1[N:5]=[CH:6][CH:7]=[C:2]([Cl:1])[C:3]=1[CH:16]=[O:17]. Reported procedure: Dissolve tert-butyl 4-chloro-3-formylpyridin-2-ylcarbamate (1.6 g, 6.2 mmol) in anhydrous CH2Cl2 (50 mL) under N2 atmosphere. Add dropwise trifluoroacetic acid (2.4 mL, 31.0 mmol) to the reaction mixture and stir at room temperature overnight. Add saturated aq. sodium carbonate (50 mL) to the reaction mixture, separate the organic layer, extract the aq. layer with CH2Cl2 (2×20 mL) and dry with MgSO4. Filter and concentrate under reduced pressure to afford the title product as a yellow solid. Starting materials: C(C)OC1=C(C2=CC=CC=C2C=C1)[N+](=O)[O-] (2-Ethoxy-1-nitronaphthalene), N12CCCC2(CCC1)CN ((1-azabicyclo[3.3.0]octan-5-yl)methylamine). Product: N12CCCC2(CCC1)CNC1=C(C2=CC=CC=C2C=C1)[N+](=O)[O-] (2-(1-Azabicyclo[3.3.0]octan-5-yl)methylamino-1-nitronaphthalene). The yield is 39.1%. Reaction SMILES: C(O[C:4]1[CH:13]=[CH:12][C:11]2[C:6](=[CH:7][CH:8]=[CH:9][CH:10]=2)[C:5]=1[N+:14]([O-:16])=[O:15])C.[N:17]12[CH2:24][CH2:23][CH2:22][C:21]1([CH2:25][NH2:26])[CH2:20][CH2:19][CH2:18]2>>[N:17]12[CH2:24][CH2:23][CH2:22][C:21]1([CH2:25][NH:26][C:4]1[CH:13]=[CH:12][C:11]3[C:6](=[CH:7][CH:8]=[CH:9][CH:10]=3)[C:5]=1[N+:14]([O-:16])=[O:15])[CH2:20][CH2:19][CH2:18]2. Procedure details: 2-Ethoxy-1-nitronaphthalene and (1-azabicyclo[3.3.0]octan-5-yl)methylamine were reacted in the same manner as in Example 1 to obtain the titled compound in a yield of 39.1%. The reactants are C/C=C(\C)/C(=O)O[C@H]1C[C@H]([C@]2(CO[C@@H]3[C@@H]2[C@]14CO[C@@]([C@H]4[C@]([C@@H]3O)(C)[C@@]56[C@H]7C[C@@H]([C@@]5(O6)C)[C@]8(C=CO[C@H]8O7)O)(C(=O)OC)O)C(=O)OC)OC(=O)C (azadirachtin A), C/C=C(\C)/C(=O)O[C@@H]1C[C@@H]([C@]23CO[C@@H]([C@H]2[C@]([C@@H]([C@H]4[C@H]3[C@@]1(CO4)C(=O)OC)O)(C)[C@@]56[C@@H]7C[C@H]([C@@]5(O6)C)[C@]8(C=CO[C@H]8O7)O)C(=O)OC)O (azadirachtin B), C/C=C(\C)/C(=O)O[C@@H]1C[C@@H]([C@]23CO[C@@H]([C@H]2[C@]([C@@H]([C@H]4[C@H]3[C@@]1(CO4)C(=O)OC)O)(C)[C@@]56[C@@H]7C[C@H]([C@@]5(O6)C)[C@]8(C=CO[C@H]8O7)O)C(=O)OC)O (azadirachtin B), C/C=C(\C)/C(=O)O[C@@H]1C[C@@H]([C@]23CO[C@@H]([C@H]2[C@]([C@@H]([C@H]4[C@H]3[C@@]1(CO4)C(=O)OC)O)(C)[C@@]56[C@@H]7C[C@H]([C@@]5(O6)C)[C@]8(C=CO[C@H]8O7)O)C(=O)OC)O (azadirachtin B). Reaction conditions: time 397 minute. Product: C/C=C(\C)/C(=O)O[C@H]1C[C@H]([C@]2(CO[C@@H]3[C@@H]2[C@]14CO[C@@]([C@H]4[C@]([C@@H]3O)(C)[C@@]56[C@@H]7C[C@H]([C@@]5(O6)C)[C@]8(C=CO[C@H]8O7)O)(C(=O)OC)O)C(=O)OC)OC(=O)C (azadirachtin). RXN SMILES: [CH3:1]/[CH:2]=[C:3](/[C:5]([O:7][C@@H:8]1[C@:16]23[C@H:20]([C@@:21]([C@:25]45[O:30][C@@:29]4([CH3:31])[C@H:28]4[C@:32]6([OH:38])[C@H:36]([O:37][C@@H:26]5[CH2:27]4)[O:35][CH:34]=[CH:33]6)([CH3:24])[C@H:22]([OH:23])[C@H:14]4[C@H:15]2[C@:11]([C:44]([O:46][CH3:47])=[O:45])([CH2:12][O:13]4)[C@H:10]([O:48][C:49]([CH3:51])=[O:50])[CH2:9]1)[C@@:19]([OH:43])([C:39]([O:41][CH3:42])=[O:40])[O:18][CH2:17]3)=[O:6])\[CH3:4].C/C=C(/C(O[C@H]1[C@@]2(C(OC)=O)CO[C@@H]3[C@@H]2[C@@]2([C@H]([C@@]([C@]45O[C@@]4(C)[C@@H]4[C@]6(O)[C@H](O[C@H]5C4)OC=C6)(C)[C@@H]3O)[C@@H](C(OC)=O)OC2)[C@@H](O)C1)=O)\C>>[CH3:1]/[CH:2]=[C:3](/[C:5]([O:7][C@@H:8]1[C@:16]23[C@H:20]([C@@:21]([C@:25]45[O:30][C@@:29]4([CH3:31])[C@@H:28]4[C@:32]6([OH:38])[C@H:36]([O:37][C@H:26]5[CH2:27]4)[O:35][CH:34]=[CH:33]6)([CH3:24])[C@H:22]([OH:23])[C@H:14]4[C@H:15]2[C@:11]([C:44]([O:46][CH3:47])=[O:45])([CH2:12][O:13]4)[C@H:10]([O:48][C:49]([CH3:51])=[O:50])[CH2:9]1)[C@@:19]([OH:43])([C:39]([O:41][CH3:42])=[O:40])[O:18][CH2:17]3)=[O:6])\[CH3:4]. Procedure: The fractions around the two maxima were constituted by, in all, 8 portions. 15.5 g. azadirachtin A fraction, as well as 8.3 g. azadirachtin B fraction, were obtained. However, the azadirachtin A fraction still contained a large amount of azadirachtin B, whereas the azadirachtin B fraction still contained other substances in almost the same amount as azadirachtin B. Preparative HPLC was used in order to separate azadirachtin A and B. For this purpose, there was used a Latek column filled with si... Reactants: C[C@]12CC[C@H]3[C@H]([C@@H]1CC[C@@H]2O)CCC4=CC(=O)CC[C@]34C (testosterone), CHCH3 CH3OH, C[C@]12CC[C@H]3[C@H]([C@@H]1CC[C@@H]2O)CCC4=CC(=O)CC[C@]34C (testosterone), C([O-])(O)=O.[Na+] (sodium bicarbonate), BrCC(=O)Cl (bromoacetyl chloride). Solvent: C1=CC=CC=C1 (benzene). The product is BrCC(=O)O[C@@H]1[C@]2(C)[C@@H](CC1)[C@@H]1CCC3=CC(CC[C@]3(C)[C@H]1CC2)=O (17β-[(Bromoacetyl)oxy]androst-4-en-3-one). As a reaction SMILES: [CH3:1][C@@:2]12[C@@H:10]([OH:11])[CH2:9][CH2:8][C@H:7]1[C@@H:6]1[CH2:12][CH2:13][C:14]3[C@@:20]([CH3:21])([C@H:5]1[CH2:4][CH2:3]2)[CH2:19][CH2:18][C:16](=[O:17])[CH:15]=3.C(=O)(O)[O-].[Na+].[Br:27][CH2:28][C:29](Cl)=[O:30]>C1C=CC=CC=1>[Br:27][CH2:28][C:29]([O:11][C@H:10]1[CH2:9][CH2:8][C@H:7]2[C@H:6]3[C@H:5]([CH2:4][CH2:3][C@:2]12[CH3:1])[C@:20]1([CH3:21])[C:14](=[CH:15][C:16](=[O:17])[CH2:18][CH2:19]1)[CH2:13][CH2:12]3)=[O:30] |f:1.2|. Reported procedure: To a solution of 2.884 g (0.01 mol) of testosterone in 30 ml of dry benzene was added 1.008 g (0.012 mol) of sodium bicarbonate; then, while stirring, there were introduced dropwise 1.888 g (0.012 tool) of bromoacetyl chloride over a 5 minute period. The reaction mixture was then stirred under reflux for 6 hours until no testosterone could be traced by TLC. (Plates of Silica Gel G and a CHCH3 /CH3OH system were used.) The inorganic residue was filtered while hot, the filtrate was evaporated in v... Starting materials: FC(F)(F)SC1=C(C=CC=C1)OC (2-methoxyphenyl trifluoromethyl sulfide), Br (hydrobromic acid), C(C)(=O)O (acetic acid). The solvent is O (water). The product is FC(F)(F)SC1=C(C=CC=C1)O (2-hydroxyphenyl trifluoromethyl sulfide). Isolated yield 46.0%. As a reaction SMILES: [F:1][C:2]([S:5][C:6]1[CH:11]=[CH:10][CH:9]=[CH:8][C:7]=1[O:12]C)([F:4])[F:3].Br.C(O)(=O)C>O>[F:1][C:2]([S:5][C:6]1[CH:11]=[CH:10][CH:9]=[CH:8][C:7]=1[OH:12])([F:4])[F:3]. Procedure details: A mixture of 4.69 g of 2-methoxyphenyl trifluoromethyl sulfide, obtained according to Example 3, 20 ml of 48% strength by weight aqueous hydrobromic acid, and 20 ml of 96% strength by weight acetic acid was boiled under reflux for 24 hours. The completion of the reaction was then checked by gas chromatography. After cooling, the reaction mixture was poured into water. The organic phase was separated off and the aqueous phase was extracted with dichloromethane. The extract was combined with the o... Starting materials: CCOC(=O)N1CCN(C(=O)C(CCC(=O)OC(C)(C)C)NC(=O)c2cc(Cl)nc(-c3ccccc3)n2)CC1, CC(C)CB(O)O. Yields the product CCOC(=O)N1CCN(C(=O)C(CCC(=O)OC(C)(C)C)NC(=O)c2cc(CC(C)C)nc(-c3ccccc3)n2)CC1. RXN SMILES: [CH2:1]([CH3:2])[O:3][C:4](=[O:5])[N:6]1[CH2:7][CH2:8][N:9]([C:12]([CH:13]([CH2:14][CH2:15][C:16](=[O:17])[O:18][C:19]([CH3:20])([CH3:21])[CH3:22])[NH:23][C:24](=[O:25])[c:26]2[n:27][c:28](-[c:33]3[cH:34][cH:35][cH:36][cH:37][cH:38]3)[n:29][c:30]([Cl:32])[cH:31]2)=[O:39])[CH2:10][CH2:11]1.[CH2:40]([CH:41]([CH3:42])[CH3:43])[B:44]([OH:45])[OH:46]>>[CH2:1]([CH3:2])[O:3][C:4](=[O:5])[N:6]1[CH2:7][CH2:8][N:9]([C:12]([CH:13]([CH2:14][CH2:15][C:16](=[O:17])[O:18][C:19]([CH3:20])([CH3:21])[CH3:22])[NH:23][C:24](=[O:25])[c:26]2[n:27][c:28](-[c:33]3[cH:34][cH:35][cH:36][cH:37][cH:38]3)[n:29][c:30]([CH2:40][CH:41]([CH3:42])[CH3:43])[cH:31]2)=[O:39])[CH2:10][CH2:11]1. As a reaction SMILES: [CH3:11][S:12]([CH3:13])=[O:14].[CH3:26][c:27]1[cH:28][cH:29][cH:30][cH:31][cH:32]1.[Cl:15][CH2:16][CH2:17][CH2:18][Si:19]([O:20][CH3:21])([O:22][CH3:23])[O:24][CH3:25].[NH2:1][c:2]1[cH:3][cH:4][c:5]([OH:8])[cH:6][cH:7]1.[Na+:10].[OH-:9]>>[NH2:1][c:2]1[cH:3][cH:4][c:5]([O:8][CH2:16][CH2:17][CH2:18][Si:19]([O:20][CH3:21])([O:22][CH3:23])[O:24][CH3:25])[cH:6][cH:7]1. Product: CO[Si](CCCOc1ccc(N)cc1)(OC)OC. The reactants are CS(C)=O, Cc1ccccc1, CO[Si](CCCCl)(OC)OC, Nc1ccc(O)cc1, [Na+], [OH-]. Reactants: C(=O)(OC)C1=CC=C(C=C1)CC(C)N (2-(4-carbomethoxyphenyl)-1-methylethylamine), BrCC(=O)C=1N=CSC1 (4-bromoacetyl-thiazole). The product is C(=O)(OC)C1=CC=C(C=C1)CC(C)NCC(C=1N=CSC1)O (N-[2-(4-Carbomethoxyphenyl)-1-methylethyl]-2-hydroxy-2-(thiazol-4-yl)ethanamine). As a reaction SMILES: [C:1]([C:5]1[CH:10]=[CH:9][C:8]([CH2:11][CH:12]([NH2:14])[CH3:13])=[CH:7][CH:6]=1)([O:3][CH3:4])=[O:2].Br[CH2:16][C:17]([C:19]1[N:20]=[CH:21][S:22][CH:23]=1)=[O:18]>>[C:1]([C:5]1[CH:10]=[CH:9][C:8]([CH2:11][CH:12]([NH:14][CH2:16][CH:17]([OH:18])[C:19]2[N:20]=[CH:21][S:22][CH:23]=2)[CH3:13])=[CH:7][CH:6]=1)([O:3][CH3:4])=[O:2]. Reported procedure: Prepared analogously to Example 3 by reaction of 2-(4-carbomethoxyphenyl)-1-methylethylamine with 4-bromoacetyl-thiazole, followed by reduction and purification of the base on a silica gel plate using ethyl acetate/methanol=8:2 as eluant. Reactants: C1(C=CC=CC=C1)CCNC([C@@H]([C@@H](OC)[C@H]1N(CCC1)C(C[C@H]([C@H]([C@H](CC)C)N(C([C@H](C(C)C)NC(=O)[C@@]1(N(CCCC1)C(=O)OC(C)(C)C)C)=O)C)OC)=O)C)=O (tert-butyl (2R)-2-{[(2S)-1-{[(3R,4S,5S)-1-{(2S)-2-[(1R,2R)-3-{[2-(cyclohepta-2,4,6-trien-1-yl)ethyl]amino}-1-methoxy-2-methyl-3-oxopropyl]pyrrolidin-1-yl}-3-methoxy-5-methyl-1-oxoheptan-4-yl](methyl)amino}-3-methyl-1-oxobutan-2-yl]carbamoyl}-2-methylpiperidine-1-carboxylate), desired material, solution, Cl (hydrochloric acid). Run in O1CCOCC1 (dioxane). Yields the product Cl.C1(C=CC=CC=C1)CCNC([C@@H]([C@@H](OC)[C@H]1N(CCC1)C(C[C@H]([C@H]([C@H](CC)C)N(C([C@H](C(C)C)NC(=O)[C@@]1(NCCCC1)C)=O)C)OC)=O)C)=O ((2R)—N-[(2S)-1-{[(3R,4S,5S)-1-{(2S)-2-[(1R,2R)-3-{[2-(cyc lohepta-2,4,6-trien-1-yl)ethyl]amino}-1-methoxy-2-methyl-3-oxopropyl]pyrrolidin-1-yl}-3-methoxy-5-methyl-1-oxoheptan-4-yl](methyl)amino}-3-methyl-1-oxobutan-2-yl]-2-methylpiperidine-2-carboxamide, hydrochloride salt). The yield is 83.0%. Reaction SMILES: [CH:1]1([CH2:8][CH2:9][NH:10][C:11](=[O:58])[C@H:12]([CH3:57])[C@H:13]([C@@H:16]2[CH2:20][CH2:19][CH2:18][N:17]2[C:21](=[O:56])[CH2:22][C@@H:23]([O:54][CH3:55])[C@@H:24]([N:29]([CH3:53])[C:30](=[O:52])[C@@H:31]([NH:35][C:36]([C@@:38]2([CH3:51])[CH2:43][CH2:42][CH2:41][CH2:40][N:39]2C(OC(C)(C)C)=O)=[O:37])[CH:32]([CH3:34])[CH3:33])[C@@H:25]([CH3:28])[CH2:26][CH3:27])[O:14][CH3:15])[CH:7]=[CH:6][CH:5]=[CH:4][CH:3]=[CH:2]1.[ClH:59]>O1CCOCC1>[ClH:59].[CH:1]1([CH2:8][CH2:9][NH:10][C:11](=[O:58])[C@H:12]([CH3:57])[C@H:13]([C@@H:16]2[CH2:20][CH2:19][CH2:18][N:17]2[C:21](=[O:56])[CH2:22][C@@H:23]([O:54][CH3:55])[C@@H:24]([N:29]([CH3:53])[C:30](=[O:52])[C@@H:31]([NH:35][C:36]([C@@:38]2([CH3:51])[CH2:43][CH2:42][CH2:41][CH2:40][NH:39]2)=[O:37])[CH:32]([CH3:34])[CH3:33])[C@@H:25]([CH3:28])[CH2:26][CH3:27])[O:14][CH3:15])[CH:2]=[CH:3][CH:4]=[CH:5][CH:6]=[CH:7]1 |f:3.4|. Procedure: According to the general procedure C, from #179 (162 mg, 0.199 mmol, 1 eq.) and 4M solution of hydrochloric acid in dioxane (2.0 mL) was synthesized the desired material as a gum (155 mg). A portion of this gum (25 mg) was azeotroped with a 1/1 mixture of methanol/acetonitrile to afford #180 (20 mg, 83%) as a solid. 1H NMR (400 MHz, DMSO-d6), δ 9.02-9.13 (m), 8.83-8.93 (m), 8.39-8.46 (m), 8.00-8.06 (m), 7.78 (t), 7.24-7.30 (m), 7.16-7.21 (m), 6.54-6.65 (m), 6.09-6.19 (m), 5.11-5.18 (m), 4.69-4.7... Starting materials: CCOC(=O)C=CC(=O)OCC, O=S1Cc2ccccc2CO1, Cc1ccccc1. Product: CCOC(=O)C1Cc2ccccc2CC1C(=O)OCC. As a reaction SMILES: [C:12]([CH:13]=[CH:14][C:15](=[O:16])[O:17][CH2:18][CH3:19])(=[O:20])[O:21][CH2:22][CH3:23].[CH2:1]1[c:6]2[c:5]([cH:10][cH:9][cH:8][cH:7]2)[CH2:4][S:2](=[O:3])[O:11]1.[CH3:24][c:25]1[cH:26][cH:27][cH:28][cH:29][cH:30]1>>[CH2:1]1[c:6]2[c:5]([cH:10][cH:9][cH:8][cH:7]2)[CH2:4][CH:13]([C:12](=[O:20])[O:21][CH2:22][CH3:23])[CH:14]1[C:15](=[O:16])[O:17][CH2:18][CH3:19].